This data is from the Open Reaction Database (ORD), a public repository of structured organic reaction records. The task is: describe an organic reaction: reactants, conditions, products, and yield Reactants: C(C)(C)(C)N1N=C(C=C1CCC)CCC=O (3-(1-tert-butyl-5-propyl-1H-pyrazol-3-yl)propanal), [BH-](OC(=O)C)(OC(=O)C)OC(=O)C.[Na+] (NaBH(OAc)3), FC1=C(C=CC=C1)N1CCNCC1 (1-(2-fluorophenyl)piperazine), CCN(C(C)C)C(C)C (DIPEA). Yields the product C(C)(C)(C)N1N=C(C=C1CCC)CCCN1CCN(CC1)C1=C(C=CC=C1)F (1-(3-(1-tert-butyl-5-propyl-1H-pyrazol-3-yl)propyl)-4-(2-fluorophenyl)piperazine). As a reaction SMILES: [C:1]([N:5]1[C:9]([CH2:10][CH2:11][CH3:12])=[CH:8][C:7]([CH2:13][CH2:14][CH:15]=O)=[N:6]1)([CH3:4])([CH3:3])[CH3:2].[F:17][C:18]1[CH:23]=[CH:22][CH:21]=[CH:20][C:19]=1[N:24]1[CH2:29][CH2:28][NH:27][CH2:26][CH2:25]1.CCN(C(C)C)C(C)C.[BH-](OC(C)=O)(OC(C)=O)OC(C)=O.[Na+]>>[C:1]([N:5]1[C:9]([CH2:10][CH2:11][CH3:12])=[CH:8][C:7]([CH2:13][CH2:14][CH2:15][N:27]2[CH2:26][CH2:25][N:24]([C:19]3[CH:20]=[CH:21][CH:22]=[CH:23][C:18]=3[F:17])[CH2:29][CH2:28]2)=[N:6]1)([CH3:4])([CH3:3])[CH3:2] |f:3.4|. Procedure details: 93 mg (97%) of target compound was obtained by using a method same as in Example 1 by using 3-(1-tert-butyl-5-propyl-1H-pyrazol-3-yl)propanal (50 mg, 0.225 mmol), 1-(2-fluorophenyl)piperazine (41 mg, 0.225 mmol), DIPEA (0.060 mL, 0.338 mmol) and NaBH(OAc)3 (143 mg, 0.675 mmol). Starting materials: COc1cc(NC(=O)c2sc(-c3ccc(Cl)cc3)cc2CCO)ccc1OC1CN(C(=O)OC(C)(C)C)C1, CCCCP(CCCC)CCCC, CC(C)OC(=O)N=NC(=O)OC(C)C, C1CCOC1. Product: COc1cc(N2CCc3cc(-c4ccc(Cl)cc4)sc3C2=O)ccc1OC1CN(C(=O)OC(C)(C)C)C1. RXN SMILES: [C:1]([CH3:2])([CH3:3])([CH3:4])[O:5][C:6](=[O:7])[N:8]1[CH2:9][CH:10]([O:12][c:13]2[c:14]([O:37][CH3:38])[cH:15][c:16]([NH:19][C:20](=[O:21])[c:22]3[s:23][c:24](-[c:30]4[cH:31][cH:32][c:33]([Cl:36])[cH:34][cH:35]4)[cH:25][c:26]3[CH2:27][CH2:28][OH:29])[cH:17][cH:18]2)[CH2:11]1.[CH2:39]([P:40]([CH2:41][CH2:42][CH2:43][CH3:44])[CH2:45][CH2:46][CH2:47][CH3:48])[CH2:49][CH2:50][CH3:51].[O:52]=[C:53]([O:54][CH:55]([CH3:56])[CH3:57])[N:58]=[N:59][C:60]([O:61][CH:62]([CH3:63])[CH3:64])=[O:65].[O:66]1[CH2:67][CH2:68][CH2:69][CH2:70]1>>[C:1]([CH3:2])([CH3:3])([CH3:4])[O:5][C:6](=[O:7])[N:8]1[CH2:9][CH:10]([O:12][c:13]2[c:14]([O:37][CH3:38])[cH:15][c:16]([N:19]3[C:20](=[O:21])[c:22]4[s:23][c:24](-[c:30]5[cH:31][cH:32][c:33]([Cl:36])[cH:34][cH:35]5)[cH:25][c:26]4[CH2:27][CH2:28]3)[cH:17][cH:18]2)[CH2:11]1. Starting materials: ice water, ClC1=CC=C(C=N1)C(C)=O (1-(6-chloro-pyridin-3-yl)-ethanone), CC=1N=CNC1 (4-methylimidazole), C(=O)([O-])[O-].[K+].[K+] (K2CO3). Solvent: CS(=O)C (DMSO). Reaction conditions: temperature 110 celsius, time 15 minute. Yields the product CC=1N=CN(C1)C1=CC=C(C=N1)C(C)=O (1-[6-(4-methyl-imidazole-1-yl)-pyridin-3-yl]-ethanone). The yield is 67.1%. Reaction SMILES: Cl[C:2]1[N:7]=[CH:6][C:5]([C:8](=[O:10])[CH3:9])=[CH:4][CH:3]=1.[CH3:11][C:12]1[N:13]=[CH:14][NH:15][CH:16]=1.C([O-])([O-])=O.[K+].[K+]>CS(C)=O>[CH3:11][C:12]1[N:13]=[CH:14][N:15]([C:2]2[N:7]=[CH:6][C:5]([C:8](=[O:10])[CH3:9])=[CH:4][CH:3]=2)[CH:16]=1 |f:2.3.4|. Procedure details: 1-(6-chloro-pyridin-3-yl)-ethanone (7.00 g, 45.16 mmol) and 4-methylimidazole (11.11 g, 135.50 mmol) were combined in DMSO (35 ml), before addition of K2CO3. The mixture was heated at 110° C. for 22 h with rapid stirring. The reaction was then cooled to room temperature and poured into ice water (400 ml) with vigorous stirring for 15 min. The resulting precipitate was collected on a filter and washed generously with water. The resulting material was dried in vacuo to yield 19 as a tan solid (6.1... Starting materials: CC1(OC=2C(C1)=C(C=CC2)O)C (2,2-dimethyl-2,3-dihydro-1-benzofuran-4-ol), C([O-])([O-])=O.[K+].[K+] (potassium carbonate), ClC1=NC=C(C=C1)[N+](=O)[O-] (2-chloro-5-nitropyridine). Solvent: CN(C=O)C (dimethylformamide). Yields the product CC1(OC2=C(C1)C(=CC=C2)OC2=NC=C(C=C2)[N+](=O)[O-])C (2-[(2,2-dimethyl-2,3-dihydro-1-benzofuran-4-yl)oxy]-5-nitropyridine). Yield: 68.8%. As a reaction SMILES: Cl[C:2]1[CH:7]=[CH:6][C:5]([N+:8]([O-:10])=[O:9])=[CH:4][N:3]=1.[CH3:11][C:12]1([CH3:22])[CH2:16][C:15]2=[C:17]([OH:21])[CH:18]=[CH:19][CH:20]=[C:14]2[O:13]1.C(=O)([O-])[O-].[K+].[K+]>CN(C)C=O>[CH3:11][C:12]1([CH3:22])[CH2:16][C:15]2[C:17]([O:21][C:2]3[CH:7]=[CH:6][C:5]([N+:8]([O-:10])=[O:9])=[CH:4][N:3]=3)=[CH:18][CH:19]=[CH:20][C:14]=2[O:13]1 |f:2.3.4|. Procedure details: In a microwave vial, 2-chloro-5-nitropyridine (97 mg, 0.609 mmol) was dissolved in 3 mL of dimethylformamide. 2,2-dimethyl-2,3-dihydro-1-benzofuran-4-ol (100 mg, 0.609 mmol) and potassium carbonate (253 mg, 1.827 mmol) were added. The reaction mixture was heated under microwave irradiation for 1 hour at 110 C. The reaction mixture was filtered. The filtrated solid was washed with dichloromethane (5 ml). The volatiles were evaporated under vacuum. The crude compound was dissolved in dichlorometha...